describe an organic reaction: reactants, conditions, products, and yield From a dataset of the Open Reaction Database (ORD), a public repository of structured organic reaction records. The reactants are C1CCOC1, COc1ccc2nccc(N3CCC(NCCN)C3)c2n1, CCOC(=O)C(F)(F)F. Yields the product COc1ccc2nccc(N3CCC(NCCNC(=O)C(F)(F)F)C3)c2n1. RXN SMILES: [CH2:31]1[O:32][CH2:33][CH2:34][CH2:35]1.[CH3:1][O:2][c:3]1[n:4][c:5]2[c:6]([N:13]3[CH2:14][CH:15]([NH:18][CH2:19][CH2:20][NH2:21])[CH2:16][CH2:17]3)[cH:7][cH:8][n:9][c:10]2[cH:11][cH:12]1.[F:22][C:23]([C:24](=[O:25])[O:26][CH2:27][CH3:28])([F:29])[F:30]>>[CH3:1][O:2][c:3]1[n:4][c:5]2[c:6]([N:13]3[CH2:14][CH:15]([NH:18][CH2:19][CH2:20][NH:21][C:24]([C:23]([F:22])([F:29])[F:30])=[O:25])[CH2:16][CH2:17]3)[cH:7][cH:8][n:9][c:10]2[cH:11][cH:12]1. The reactants are [Na] (Sodium), [H][H] (hydrogen), CO (methanol), ClC1=C2N=C(N(C2=NC=N1)C1=CC=C(C=C1)C#N)C (6-Chloro-9-(4-cyanophenyl)-8-methylpurine). The product is C(#N)C1=CC=C(C=C1)N1C2=NC=NC(=C2N=C1C)OC (9-(4-Cyanophenyl)-6-methoxy-8-methylpurine). Yield: 83.0%. Reaction SMILES: [Na].[H][H].Cl[C:5]1[N:13]=[CH:12][N:11]=[C:10]2[C:6]=1[N:7]=[C:8]([CH3:22])[N:9]2[C:14]1[CH:19]=[CH:18][C:17]([C:20]#[N:21])=[CH:16][CH:15]=1.[CH3:23][OH:24]>>[C:20]([C:17]1[CH:18]=[CH:19][C:14]([N:9]2[C:8]([CH3:22])=[N:7][C:6]3[C:10]2=[N:11][CH:12]=[N:13][C:5]=3[O:24][CH3:23])=[CH:15][CH:16]=1)#[N:21] |^1:0|. Procedure: Sodium metal (160 mg, 6.96 mmol) was allowed to react with dry methanol (5 ml) under nitrogen until evolution of hydrogen had ceased. 6-Chloro-9-(4-cyanophenyl)-8-methylpurine (1.03 g, 3.82 mmol) was added in one portion and the resulting slurry was heated under reflux for 90 minutes. The solvent was removed under reduced pressure and the residual gum was dissolved in dichloromethane (50 ml). The solution was washed with brine (20 ml), dried (MgSO4) and concentrated under reduced pressure to giv... Starting materials: OC(C)C1=CC=2C(=NCC=3N(C2S1)C(=NN3)C)C3=C(C=CC=C3)C (2-(1-hydroxyethyl)-4-(2-methyl-phenyl)-9-methyl-6H-thieno [3,2-f][1,2,4]triazolo[4,3-a][1,4]diazepine), ClC1=CC=C(C(=O)Cl)C=C1 (4-chlorobenzoyl chloride). The solvent is N1=CC=CC=C1 (pyridine). Run at time 2.5 hour. Product: ClC1=CC=C(C(=O)OC(C)C2=CC=3C(=NCC=4N(C3S2)C(=NN4)C)C4=C(C=CC=C4)C)C=C1 (2-(1-(4-chlorobenzoyl)oxyethyl)-4-(2-methylphenyl)-9-methyl-6H-thieno[3,2-f][1,2,4]-triazolo[4,3-a][1,4]diazepine). Yield: 32.3%. RXN SMILES: [OH:1][CH:2]([C:4]1[S:13][C:12]2[N:11]3[C:14]([CH3:17])=[N:15][N:16]=[C:10]3[CH2:9][N:8]=[C:7]([C:18]3[CH:23]=[CH:22][CH:21]=[CH:20][C:19]=3[CH3:24])[C:6]=2[CH:5]=1)[CH3:3].[Cl:25][C:26]1[CH:34]=[CH:33][C:29]([C:30](Cl)=[O:31])=[CH:28][CH:27]=1>N1C=CC=CC=1>[Cl:25][C:26]1[CH:34]=[CH:33][C:29]([C:30]([O:1][CH:2]([C:4]2[S:13][C:12]3[N:11]4[C:14]([CH3:17])=[N:15][N:16]=[C:10]4[CH2:9][N:8]=[C:7]([C:18]4[CH:23]=[CH:22][CH:21]=[CH:20][C:19]=4[CH3:24])[C:6]=3[CH:5]=2)[CH3:3])=[O:31])=[CH:28][CH:27]=1. Procedure: To a solution of 1.1 g of 2-(1-hydroxyethyl)-4-(2-methyl-phenyl)-9-methyl-6H-thieno [3,2-f][1,2,4]triazolo[4,3-a][1,4]diazepine dissolved in 14 ml of pyridine is added 0.63 g of 4-chlorobenzoyl chloride under ice-cooling and then stirred for 2.5 hours. After completion of the reaction, the mixture is concentrated under reduced pressure and the residue is dissolved in 50 ml of chloroform. The solution is washed with 5% aqueous sodium hydrogencarbonate solution and sodium chloride solution and dri... The reactants are O=c1oc2ccc(Br)cc2c(O)c1-c1ccccc1, O=C([O-])[O-], CCCCBr, CN(C)C=O, [K+], [K+], O. Product: CCCCOc1c(-c2ccccc2)c(=O)oc2ccc(Br)cc12. As a reaction SMILES: [Br:6][c:7]1[cH:8][cH:9][c:10]2[c:11]([c:12]([OH:23])[c:13](-[c:17]3[cH:18][cH:19][cH:20][cH:21][cH:22]3)[c:14](=[O:16])[o:15]2)[cH:24]1.[C:31](=[O:32])([O-:33])[O-:34].[CH2:1]([CH2:2][CH2:3][CH3:4])[Br:5].[CH3:26][N:27]([CH3:28])[CH:29]=[O:30].[K+:35].[K+:36].[OH2:25]>>[CH2:1]([CH2:2][CH2:3][CH3:4])[O:23][c:12]1[c:11]2[c:10]([cH:9][cH:8][c:7]([Br:6])[cH:24]2)[o:15][c:14](=[O:16])[c:13]1-[c:17]1[cH:18][cH:19][cH:20][cH:21][cH:22]1. The reactants are BrC=1C=C(C=NC1)N1CCN2CCC1CC2 (4-(5-bromo-3-pyridyl)-1,4-diazabicyclo[3.2.2]nonane), C1(=CC=CC=C1)B(O)O (phenylboronic acid), C([O-])([O-])=O.[Na+].[Na+] (sodium carbonate), C1=CC=CC=C1 (benzene). The reagents and catalysts are C=1C=CC(=CC1)[P](C=2C=CC=CC2)(C=3C=CC=CC3)[Pd]([P](C=4C=CC=CC4)(C=5C=CC=CC5)C=6C=CC=CC6)([P](C=7C=CC=CC7)(C=8C=CC=CC8)C=9C=CC=CC9)[P](C=1C=CC=CC1)(C=1C=CC=CC1)C=1C=CC=CC1 (tetrakis(triphenylphosphine)palladium). Run in C(C)O (ethanol). Yields the product C1(=CC=CC=C1)C=1C=C(C=NC1)N1CCN2CCC1CC2 (4-(5-Phenyl-3-pyridyl)-1,4-diazabicyclo[3.2.2]nonane). RXN SMILES: Br[C:2]1[CH:3]=[C:4]([N:8]2[CH:14]3[CH2:15][CH2:16][N:11]([CH2:12][CH2:13]3)[CH2:10][CH2:9]2)[CH:5]=[N:6][CH:7]=1.[C:17]1(B(O)O)[CH:22]=[CH:21][CH:20]=[CH:19][CH:18]=1.C(=O)([O-])[O-].[Na+].[Na+].C1C=CC=CC=1>C1C=CC([P]([Pd]([P](C2C=CC=CC=2)(C2C=CC=CC=2)C2C=CC=CC=2)([P](C2C=CC=CC=2)(C2C=CC=CC=2)C2C=CC=CC=2)[P](C2C=CC=CC=2)(C2C=CC=CC=2)C2C=CC=CC=2)(C2C=CC=CC=2)C2C=CC=CC=2)=CC=1.C(O)C>[C:17]1([C:2]2[CH:3]=[C:4]([N:8]3[CH:14]4[CH2:15][CH2:16][N:11]([CH2:12][CH2:13]4)[CH2:10][CH2:9]3)[CH:5]=[N:6][CH:7]=2)[CH:22]=[CH:21][CH:20]=[CH:19][CH:18]=1 |f:2.3.4,^1:41,43,62,81|. Reported procedure: 0.87 g (3.1 mmol) of 4-(5-bromo-3-pyridyl)-1,4-diazabicyclo[3.2.2]nonane is introduced into a 50 ml three-necked round-bottomed flask, 0.39 g (3.15 mmol) of phenylboronic acid, 0.11 g (0.095 mmol) of tetrakis(triphenylphosphine)palladium, 3.3 ml of aqueous 2 M sodium carbonate solution, 6.5 ml of benzene and 0.15 ml of ethanol are added and the mixture is refluxed for 16 h. Product: COc1nc(N)nc2c1ncn2C1OC(CO)C(O)C1F. RXN SMILES: [F:13][CH:14]1[CH:15]([n:22]2[cH:23][c:24]([CH3:25])[c:26](=[O:27])[nH:28][c:29]2=[O:30])[O:16][CH:17]([CH2:20][OH:21])[CH:18]1[OH:19].[K+:34].[K+:36].[K+:42].[K+:43].[K+:44].[N-:31]=[N+:32]=[N-:33].[NH2:1][c:2]1[n:3][c:4]([O:11][CH3:12])[c:5]2[nH:6][cH:7][n:8][c:9]2[n:10]1.[OH-:35].[P:37]([O-:38])([O-:39])([O-:40])=[O:41]>>[NH2:1][c:2]1[n:3][c:4]([O:11][CH3:12])[c:5]2[n:6][cH:7][n:8]([CH:15]3[CH:14]([F:13])[CH:18]([OH:19])[CH:17]([CH2:20][OH:21])[O:16]3)[c:9]2[n:10]1. Starting materials: Cc1cn(C2OC(CO)C(O)C2F)c(=O)[nH]c1=O, [K+], [K+], [K+], [K+], [K+], [N-]=[N+]=[N-], COc1nc(N)nc2nc[nH]c12, [OH-], O=P([O-])([O-])[O-]. Starting materials: C(C)(=O)O[BH-](OC(C)=O)OC(C)=O.[Na+] (Sodium triacetoxyborohydride), NCC1=NC(=C2N=CN(C2=N1)[C@@H]1O[C@@H]([C@H]([C@H]1O)O)COC)NCC(C1=CC=CC=C1)C1=CC=CC=C1 ((2R,3R,4S,5R)-2-{2-(aminomethyl)-6-[(2,2-diphenylethyl)amino}-9H-purin-9-yl}-5-(methoxymethyl)tetrahydro-3,4-furandiol), CN1CCC(CC1)=O (1-methyl-4-piperidinone), C(C)(=O)O (acetic acid). Solvent: O1CCCC1 (tetrahydrofuran). Conditions: time 24 hour. Yields the product C1(=CC=CC=C1)C(CNC1=C2N=CN(C2=NC(=N1)CNC1CCN(CC1)C)[C@@H]1O[C@@H]([C@H]([C@H]1O)O)CO)C1=CC=CC=C1 ((2R,3R,4S,5R)-2-(6-[(2,2-Diphenylethyl)amino]-2-{[(1-methyl-4-piperidinyl)amino]methyl}-9H-purin-9-yl)-5-(hydroxymethyl)tetrahydro-3,4-furandiol). RXN SMILES: C(O[BH-](OC(=O)C)OC(=O)C)(=O)C.[Na+].[NH2:15][CH2:16][C:17]1[N:25]=[C:24]2[C:20]([N:21]=[CH:22][N:23]2[C@H:26]2[C@H:30]([OH:31])[C@H:29]([OH:32])[C@@H:28]([CH2:33][O:34]C)[O:27]2)=[C:19]([NH:36][CH2:37][CH:38]([C:45]2[CH:50]=[CH:49][CH:48]=[CH:47][CH:46]=2)[C:39]2[CH:44]=[CH:43][CH:42]=[CH:41][CH:40]=2)[N:18]=1.[CH3:51][N:52]1[CH2:57][CH2:56][C:55](=O)[CH2:54][CH2:53]1.C(O)(=O)C>O1CCCC1>[C:39]1([CH:38]([C:45]2[CH:50]=[CH:49][CH:48]=[CH:47][CH:46]=2)[CH2:37][NH:36][C:19]2[N:18]=[C:17]([CH2:16][NH:15][CH:55]3[CH2:56][CH2:57][N:52]([CH3:51])[CH2:53][CH2:54]3)[N:25]=[C:24]3[C:20]=2[N:21]=[CH:22][N:23]3[C@H:26]2[C@H:30]([OH:31])[C@H:29]([OH:32])[C@@H:28]([CH2:33][OH:34])[O:27]2)[CH:40]=[CH:41][CH:42]=[CH:43][CH:44]=1 |f:0.1|. Reported procedure: Sodium triacetoxyborohydride (162 mg, 0.76 mmol) was added to a stirred solution of (2R,3R,4S,5R)-2-{2-(aminomethyl)-6-[(2,2-diphenylethyl)amino}-9H-purin-9-yl}-5-(methoxymethyl)tetrahydro-3,4-furandiol (250 mg, 0.51 mmol) (example 1), 1-methyl-4-piperidinone (52 mg, 0.46 mmol) and acetic acid (30 mg, 0.5 mmol) in tetrahydrofuran (20 ml). The reaction mixture was stirred for 24 hr at room temperature. The solvent was then removed under reduced pressure and the residue partitioned between dichlor...